Dataset: the Open Reaction Database (ORD), a public repository of structured organic reaction records. Task: describe an organic reaction: reactants, conditions, products, and yield The reactants are C(C)(C)(C)OC(=O)NC=1N=CC(=NC1)CC(=O)OC (methyl {5-[(tert-butoxycarbonyl)amino]pyrazin-2-yl}acetate), O1CCOCC1.Cl (hydrogen chloride dioxane), C([O-])(O)=O.[Na+] (sodium bicarbonate), C(C)(=O)OCC (ethyl acetate). Run in O1CCOCC1 (dioxane), [Cl-].[Na+].O (brine), O (water). Conditions: time 8 hour. The product is NC=1N=CC(=NC1)CC(=O)OC (methyl (5-aminopyrazin-2-yl)acetate). Yield: 88.5%. As a reaction SMILES: C(OC([NH:8][C:9]1[N:10]=[CH:11][C:12]([CH2:15][C:16]([O:18][CH3:19])=[O:17])=[N:13][CH:14]=1)=O)(C)(C)C.O1CCOCC1.Cl.C(=O)(O)[O-].[Na+].C(OCC)(=O)C>O1CCOCC1.O.[Cl-].[Na+].O>[NH2:8][C:9]1[N:10]=[CH:11][C:12]([CH2:15][C:16]([O:18][CH3:19])=[O:17])=[N:13][CH:14]=1 |f:1.2,3.4,8.9.10|. Procedure: To a solution of methyl {5-[(tert-butoxycarbonyl)amino]pyrazin-2-yl}acetate (0.4811 g) in dioxane (5 mL) was added a 4 M hydrogen chloride dioxane solution (5 mL), followed by stirring overnight. The reaction mixture was concentrated and the obtained crude product was collected by filtration and washed with ethyl acetate. The obtained crude product was dissolved in water, and saturated aqueous sodium bicarbonate and ethyl acetate were added thereto, followed by stirring for 1 hour. Saturated bri...